Task: describe an organic reaction: reactants, conditions, products, and yield. Dataset: the Open Reaction Database (ORD), a public repository of structured organic reaction records The reactants are FC(C(=O)O)(F)F (trifluoroacetic acid), C(C)[SiH](CC)CC (triethylsilane), C(O)([O-])=O.[Na+] (sodium hydrogencarbonate), FC(C(=O)O)(F)F (trifluoroacetic acid), C(C)[SiH](CC)CC (triethylsilane), FC(C(=O)O)(F)F (trifluoroacetic acid), C(C)[SiH](CC)CC (triethylsilane), ClC1=C2C(N(C(C2=C(C=C1)C1=NC2=C(N1)C=CC=C2)=O)C(C)(C2=CC=CC=C2)C)O (4-Chloro-3-hydroxy-7-(1H-benzoimidazol-2-yl)-2-(1-methyl-1-phenylethyl)isoindolinone). Solvent: [N+](=O)([O-])C (nitromethane), CCCCCC.C(C)(=O)OCC (hexane ethyl acetate). Conditions: time 23.5 hour. Yields the product ClC1=C2CNC(C2=C(C=C1)C1=NC2=C(N1)C=CC=C2)=O (4-Chloro-7-(1H-benzoimidazol-2-yl)isoindolinone). Isolated yield 51.2%. Reaction SMILES: [Cl:1][C:2]1[CH:10]=[CH:9][C:8]([C:11]2[NH:15][C:14]3[CH:16]=[CH:17][CH:18]=[CH:19][C:13]=3[N:12]=2)=[C:7]2[C:3]=1[CH:4](O)[N:5](C(C)(C1C=CC=CC=1)C)[C:6]2=[O:20].FC(F)(F)C(O)=O.C([SiH](CC)CC)C.C(=O)([O-])O.[Na+]>[N+](C)([O-])=O.CCCCCC.C(OCC)(=O)C>[Cl:1][C:2]1[CH:10]=[CH:9][C:8]([C:11]2[NH:12][C:13]3[CH:19]=[CH:18][CH:17]=[CH:16][C:14]=3[N:15]=2)=[C:7]2[C:3]=1[CH2:4][NH:5][C:6]2=[O:20] |f:3.4,6.7|. Reported procedure: 4-Chloro-3-hydroxy-7-(1H-benzoimidazol-2-yl)-2-(1-methyl-1-phenylethyl)isoindolinone (39.4 mg, 0.0943 mmol) was dissolved in nitromethane (2.8 mL), and the solution was added with trifluoroacetic acid (0.073 mL, 0.94 mmol) and triethylsilane (0.030 mL, 0.19 mmol), followed by stirring at room temperature for 23.5 hours. Then, the mixture was added with trifluoroacetic acid (0.146 mL, 1.89 mmol) and triethylsilane (0.045 mL, 0.28 mmol) and warmed to 70° C., followed by stirring for 7.5 hours. Fur... Reactants: CCOC(=O)CC1OB(O)c2cc(Oc3ccnc(Cl)n3)cc(C)c21, CNC. The product is CCOC(=O)CC1OB(O)c2cc(Oc3ccnc(N(C)C)n3)cc(C)c21. Reaction SMILES: [CH2:1]([CH3:2])[O:3][C:4]([CH2:5][CH:6]1[c:7]2[c:8]([cH:12][c:13]([O:17][c:18]3[n:19][c:20]([Cl:24])[n:21][cH:22][cH:23]3)[cH:14][c:15]2[CH3:16])[B:9]([OH:11])[O:10]1)=[O:25].[CH3:26][NH:27][CH3:28]>>[CH2:1]([CH3:2])[O:3][C:4]([CH2:5][CH:6]1[c:7]2[c:8]([cH:12][c:13]([O:17][c:18]3[n:19][c:20]([N:27]([CH3:26])[CH3:28])[n:21][cH:22][cH:23]3)[cH:14][c:15]2[CH3:16])[B:9]([OH:11])[O:10]1)=[O:25]. Reactants: CCOC(=O)c1[nH]nc2c1CCN(C(=O)c1ccc3[nH]nnc3c1)C2, CCO, Cl, [Na+], [OH-], O. The product is O=C(O)c1[nH]nc2c1CCN(C(=O)c1ccc3[nH]nnc3c1)C2. RXN SMILES: [CH2:1]([CH3:2])[O:3][C:4](=[O:5])[c:6]1[nH:7][n:8][c:9]2[c:14]1[CH2:13][CH2:12][N:11]([C:15](=[O:16])[c:17]1[cH:18][c:19]3[c:20]([nH:21][n:22][n:23]3)[cH:24][cH:25]1)[CH2:10]2.[CH3:28][CH2:29][OH:30].[ClH:31].[Na+:27].[OH-:26].[OH2:32]>>[O:3]=[C:4]([OH:5])[c:6]1[nH:7][n:8][c:9]2[c:14]1[CH2:13][CH2:12][N:11]([C:15](=[O:16])[c:17]1[cH:18][c:19]3[c:20]([nH:21][n:22][n:23]3)[cH:24][cH:25]1)[CH2:10]2. Reactants: N1(C=NC=C1)C[C@H](C1=CC=CC=C1)OC1=C(C=2CCCC(C2C=C1)=O)CS(=O)(=O)C=1C=C(C(=O)O)C=CC1 (3-{[(2-{[(1S)-2-(1H-imidazol-1-yl)-1-phenylethyl]oxy}-5-oxo-5,6,7,8-tetrahydro-1-naphthalenyl)methyl]sulfonyl}benzoic acid), N[C@@H](CO)CC ((R)-2-amino-1-butanol). Product: OC[C@@H](CC)NC(C1=CC(=CC=C1)S(=O)(=O)CC1=C(C=CC=2C(CCCC12)=O)O[C@H](CN1C=NC=C1)C1=CC=CC=C1)=O (N-[(1R)-1-(Hydroxymethyl)propyl]-3-{[(2-{[(1S)-2-(1H-imidazol-1-yl)-1-phenylethyl]oxy}-5-oxo-5,6,7,8-tetrahydro-1-naphthalenyl)methyl]sulfonyl}benzamide). Isolated yield 64.8%. As a reaction SMILES: [N:1]1([CH2:6][C@@H:7]([O:14][C:15]2[CH:24]=[CH:23][C:22]3[C:21](=[O:25])[CH2:20][CH2:19][CH2:18][C:17]=3[C:16]=2[CH2:26][S:27]([C:30]2[CH:31]=[C:32]([CH:36]=[CH:37][CH:38]=2)[C:33]([OH:35])=O)(=[O:29])=[O:28])[C:8]2[CH:13]=[CH:12][CH:11]=[CH:10][CH:9]=2)[CH:5]=[CH:4][N:3]=[CH:2]1.[NH2:39][C@H:40]([CH2:43][CH3:44])[CH2:41][OH:42]>>[OH:42][CH2:41][C@H:40]([NH:39][C:33](=[O:35])[C:32]1[CH:36]=[CH:37][CH:38]=[C:30]([S:27]([CH2:26][C:16]2[C:17]3[CH2:18][CH2:19][CH2:20][C:21](=[O:25])[C:22]=3[CH:23]=[CH:24][C:15]=2[O:14][C@@H:7]([C:8]2[CH:13]=[CH:12][CH:11]=[CH:10][CH:9]=2)[CH2:6][N:1]2[CH:5]=[CH:4][N:3]=[CH:2]2)(=[O:29])=[O:28])[CH:31]=1)[CH2:43][CH3:44]. Reported procedure: Using the method in Example 172, 3-{[(2-{[(1S)-2-(1H-imidazol-1-yl)-1-phenylethyl]oxy}-5-oxo-5,6,7,8-tetrahydro-1-naphthalenyl)methyl]sulfonyl}benzoic acid (53 mg, 0.10 mmol, 0.20M in DMF) and (R)-2-amino-1-butanol (45 mg, 0.50 mmol, 1.0M in DMF) were combined to give 39 mg of the desired compound: Low resolution mass spectrum (LC-MS, APCI) m/z 602 [M+H]+.